This data is from the Open Reaction Database (ORD), a public repository of structured organic reaction records. The task is: describe an organic reaction: reactants, conditions, products, and yield Procedure: 4,4-Diacetylbutyronitrile was prepared by addition of acrylonitrile to the sodium salt of acetyl acetone according to the procedure of Johnson et al, J.Chem.Soc (C), 1969, 176. Reactants: C(C=C)#N (acrylonitrile), [Na] (sodium), C(C)(=O)CC(C)=O (acetyl acetone), ( C ). RXN SMILES: [C:1](#[N:4])[CH:2]=[CH2:3].[Na].[C:6]([CH2:9][C:10](=[O:12])[CH3:11])(=[O:8])[CH3:7]>>[C:6]([CH:9]([C:10](=[O:12])[CH3:11])[CH2:3][CH2:2][C:1]#[N:4])(=[O:8])[CH3:7] |^1:4|. The product is C(C)(=O)C(CCC#N)C(C)=O (4,4-Diacetylbutyronitrile). The reactants are COC(C(C)C1=CC2=CC=C(C=C2C=C1)OC(COCC1=CC=CC=C1)=O)=O (2-[6-(2-Benzyloxyacetoxy)naphthalen-2-yl]propionic acid methyl ester). The reagents and catalysts are [Pd] (palladium on carbon). Run in C(C)(=O)OCC (ethyl acetate). Conditions: time 4 hour. The product is COC(C(C)C1=CC2=CC=C(C=C2C=C1)OC(CO)=O)=O (2-[6-(2-Hydroxyacetoxy)naphthalen-2-yl]propionic acid methyl ester). Yield: 78.7%. RXN SMILES: [CH3:1][O:2][C:3](=[O:28])[CH:4]([C:6]1[CH:15]=[CH:14][C:13]2[C:8](=[CH:9][CH:10]=[C:11]([O:16][C:17](=[O:27])[CH2:18][O:19]CC3C=CC=CC=3)[CH:12]=2)[CH:7]=1)[CH3:5]>C(OCC)(=O)C.[Pd]>[CH3:1][O:2][C:3](=[O:28])[CH:4]([C:6]1[CH:15]=[CH:14][C:13]2[C:8](=[CH:9][CH:10]=[C:11]([O:16][C:17](=[O:27])[CH2:18][OH:19])[CH:12]=2)[CH:7]=1)[CH3:5]. Procedure details: 2-[6-(2-Benzyloxyacetoxy) naphthalen-2-yl]propionic acid methyl ester 99 (5 g, 13.22 mmol) was dissolved in ethyl acetate (50 ml) in a pressure vessel, palladium on carbon (5%, 3 g) added and the mixture stirred under a hydrogen atm. (3.5 Kg) for 4 hrs. The catalyst was removed by filtration and ethyl acetate distilled off under vacuum. Hexane was added to precipitate and filtered to give pure 100 (3 g, 78.9%) as off-white powder. M.p: 49.5-52° C. Starting materials: CC(C)O, Nc1ccc(OCC2CCCCC2)cc1, Clc1ncnc2ccsc12. Product: Cl, c1nc(Nc2ccc(OCC3CCCCC3)cc2)c2sccc2n1. Reaction SMILES: [CH3:26][CH:27]([OH:28])[CH3:29].[CH:11]1([CH2:17][O:18][c:19]2[cH:20][cH:21][c:22]([NH2:23])[cH:24][cH:25]2)[CH2:12][CH2:13][CH2:14][CH2:15][CH2:16]1.[Cl:1][c:2]1[c:3]2[c:4]([n:5][cH:6][n:7]1)[cH:8][cH:9][s:10]2>>[ClH:1].[c:2]1([NH:23][c:22]2[cH:21][cH:20][c:19]([O:18][CH2:17][CH:11]3[CH2:12][CH2:13][CH2:14][CH2:15][CH2:16]3)[cH:25][cH:24]2)[c:3]2[c:4]([n:5][cH:6][n:7]1)[cH:8][cH:9][s:10]2. Starting materials: Cc1ccc(C(=O)O)c(C)c1, C1CCOC1. The product is Cc1ccc(CO)c(C)c1. Reaction SMILES: [CH3:1][c:2]1[c:3]([C:4](=[O:5])[OH:6])[cH:7][cH:8][c:9]([CH3:11])[cH:10]1.[O:12]1[CH2:13][CH2:14][CH2:15][CH2:16]1>>[CH3:1][c:2]1[c:3]([CH2:4][OH:5])[cH:7][cH:8][c:9]([CH3:11])[cH:10]1. Reactants: C1CCOC1, Cc1cccc(C)c1CNc1cc(C(=O)OC(C)C)cn2c(C)c(C)nc12, NCCO. Product: Cc1cccc(C)c1CNc1cc(C(=O)NCCO)cn2c(C)c(C)nc12. Reaction SMILES: [CH2:32]1[O:33][CH2:34][CH2:35][CH2:36]1.[CH3:1][c:2]1[c:3]([CH2:4][NH:5][c:6]2[c:7]3[n:8]([cH:9][c:10]([C:12](=[O:13])[O:14][CH:15]([CH3:16])[CH3:17])[cH:11]2)[c:18]([CH3:22])[c:19]([CH3:21])[n:20]3)[c:23]([CH3:27])[cH:24][cH:25][cH:26]1.[NH2:28][CH2:29][CH2:30][OH:31]>>[CH3:1][c:2]1[c:3]([CH2:4][NH:5][c:6]2[c:7]3[n:8]([cH:9][c:10]([C:12](=[O:13])[NH:28][CH2:29][CH2:30][OH:31])[cH:11]2)[c:18]([CH3:22])[c:19]([CH3:21])[n:20]3)[c:23]([CH3:27])[cH:24][cH:25][cH:26]1. The reactants are IC=1C=CC(=NC1)NN (5-iodo-2-hydrazinopyridine), C1=CN(C=N1)C(=O)N2C=CN=C2 (N,N-carbonyldiimidazole). The solvent is ClCCl (dichloromethane), ClCCl (dichloromethane). Conditions: time 2 hour. The product is IC=1C=CC=2N(C1)C(NN2)=O (6-Iodo[1,2,4]triazolo[4.3-α]pyridin-3(2H)-one). RXN SMILES: [I:1][C:2]1[CH:3]=[CH:4][C:5]([NH:8][NH2:9])=[N:6][CH:7]=1.C1N=CN([C:15](N2C=NC=C2)=[O:16])C=1>ClCCl>[I:1][C:2]1[CH:3]=[CH:4][C:5]2[N:6]([C:15](=[O:16])[NH:9][N:8]=2)[CH:7]=1. Procedure details: To a solution of 5-iodo-2-hydrazinopyridine (470 mg, 2 mmol) in dichloromethane (30 mL) was added a solution of N,N-carbonyldiimidazole (389 mg, 2.4 mmol) in 20 mL of dichloromethane. After stirring at room temperature for 2 h, the mixture was washed sequentially with water, 0.5N aqueous hydrochloric acid and saturated aqueous sodium bicarbonate solution. The organic phase was dried (magnesium sulfate) and concentrated under reduced pressure to afford the product. The resultant yellow crystals t...